This data is from the Open Reaction Database (ORD), a public repository of structured organic reaction records. The task is: describe an organic reaction: reactants, conditions, products, and yield The product is C(CC#C)N1CCCCC1 (1-(But-3-yn-1-yl)piperidine). Procedure details: A mixture of piperidine (T1, 2.90 g, 34.0 mmol), potassium carbonate (3.00 g, 21.7 mmol), and 4-bromobut-1-yne (5.00 g, 37.6 mmol) in anhydrous acetonitrile (60 mL) was heated to 80° C. under nitrogen for 20 h. After this time, the reaction mixture was cooled to room temperature and diluted with water (50 mL). The resulting mixture was extracted with ethyl acetate (3×50 mL). The combined extracts were dried over anhydrous sodium sulfate, filtered, and concentrated under reduced pressure to affor... The solvent is C(C)#N (acetonitrile), O (water). Starting materials: N1CCCCC1 (piperidine), C([O-])([O-])=O.[K+].[K+] (potassium carbonate), BrCCC#C (4-bromobut-1-yne). Reaction SMILES: [NH:1]1[CH2:6][CH2:5][CH2:4][CH2:3][CH2:2]1.C(=O)([O-])[O-].[K+].[K+].Br[CH2:14][CH2:15][C:16]#[CH:17]>C(#N)C.O>[CH2:17]([N:1]1[CH2:6][CH2:5][CH2:4][CH2:3][CH2:2]1)[CH2:16][C:15]#[CH:14] |f:1.2.3|. Yield: 40.5%. Conditions: temperature 80 celsius.